From a dataset of the Open Reaction Database (ORD), a public repository of structured organic reaction records. describe an organic reaction: reactants, conditions, products, and yield As a reaction SMILES: [C:1]([O:5][C:6]([N:8]1[CH2:13][CH2:12][N:11]([C:14]2[CH:19]=[CH:18][C:17]([C:20]3[C:21]([CH3:35])=[N:22][O:23][C:24]=3[NH:25][C@H:26]([C:31]([O:33]C)=[O:32])[CH2:27][CH:28]([CH3:30])[CH3:29])=[CH:16][CH:15]=2)[CH2:10][CH2:9]1)=[O:7])([CH3:4])([CH3:3])[CH3:2].[Li+].[OH-].Cl>CO>[C:1]([O:5][C:6]([N:8]1[CH2:9][CH2:10][N:11]([C:14]2[CH:15]=[CH:16][C:17]([C:20]3[C:21]([CH3:35])=[N:22][O:23][C:24]=3[NH:25][C@H:26]([C:31]([OH:33])=[O:32])[CH2:27][CH:28]([CH3:30])[CH3:29])=[CH:18][CH:19]=2)[CH2:12][CH2:13]1)=[O:7])([CH3:2])([CH3:3])[CH3:4] |f:1.2|. Yields the product C(C)(C)(C)OC(=O)N1CCN(CC1)C1=CC=C(C=C1)C=1C(=NOC1N[C@@H](CC(C)C)C(=O)O)C (N-(4-{4-[4-(tert-butoxycarbonyl)piperazin-1-yl]phenyl}-3-methylisoxazol-5-yl)leucine). Starting materials: C(C)(C)(C)OC(=O)N1CCN(CC1)C1=CC=C(C=C1)C=1C(=NOC1N[C@@H](CC(C)C)C(=O)OC)C (methyl N-(4-{4-[4-(tert-butoxycarbonyl)piperazin-1-yl]phenyl}-3-methylisoxazol-5-yl)leucinate), [Li+].[OH-] (LiOH), Cl (HCl). Reported procedure: To methyl N-(4-{4-[4-(tert-butoxycarbonyl)piperazin-1-yl]phenyl}-3-methylisoxazol-5-yl)leucinate (450 mg, 0.926 mmol) in MeOH (15 mL) was added an aqueous solution of LiOH (2.0 M, 2.3 mL, 4.6 mmol) and the reaction mixture was stirred overnight. The reaction was acidified (pH=4–5) with aqueous 10% HCl, the product extracted with EtOAc (3×), dried over Na2SO4, concentrated in vacuo and purified by flash chromatography over silica gel (AcOH(EtOAc/Hex, 1/29/70) to afford N-(4-{4-[4-(tert-butoxycarb... Conditions: time 8 hour. Run in CO (MeOH). Conditions: time 30 minute. RXN SMILES: [O:1]=[C:2](Cl)OC(Cl)(Cl)Cl.[NH2:9][CH:10]([C:33]1[CH:38]=[CH:37][CH:36]=[CH:35][CH:34]=1)[C:11]([NH:13][C@@H:14]([CH2:26][C:27]1[CH:32]=[CH:31][CH:30]=[CH:29][CH:28]=1)[C:15]([NH:17][C:18]1[S:19][CH:20]=[C:21]([C:23]([NH2:25])=[O:24])[N:22]=1)=[O:16])=[O:12].C(N(C(C)C)CC)(C)C>CO.C1(C)C=CC=CC=1.ClCCl>[O:1]=[C:2]1[NH:9][CH:10]([C:33]2[CH:34]=[CH:35][CH:36]=[CH:37][CH:38]=2)[C:11](=[O:12])[N:13]1[C@@H:14]([CH2:26][C:27]1[CH:28]=[CH:29][CH:30]=[CH:31][CH:32]=1)[C:15]([NH:17][C:18]1[S:19][CH:20]=[C:21]([C:23]([NH2:25])=[O:24])[N:22]=1)=[O:16]. The solvent is C1(=CC=CC=C1)C (toluene), ClCCl (dichloromethane), C1(=CC=CC=C1)C (toluene), ClCCl (dichloromethane), CO (methanol). Product: O=C1N(C(C(N1)C1=CC=CC=C1)=O)[C@H](C(=O)NC=1SC=C(N1)C(=O)N)CC1=CC=CC=C1 (2-[(S)-2-(2,5-dioxo-4-phenyl-imidazolidin-1-yl)-3-phenyl-propionylamino]-thiazole-4-carboxylic acid amide), solid. The yield is 18.0%. Procedure: To a solution of diphosgene (3.7 μL, 0.03 mmol) in a 1:1 v/v mixture of dichloromethane and toluene (0.5 mL total volume) was added dropwise with stirring a solution of 2-[2-(S)-(2-amino-2-phenyl-acetylamino)-3-phenyl-propionylamino]-thiazole-4-carboxylic acid amide (21.5 mg, 0.051 mmol) and diisopropylethylamine (24 μL, 0.14 mmol) in a 1:1 v/v mixture of dichloromethane and toluene (1 mL total volume). After stirring for 30 minutes, methanol (0.1 mL) was added and the reaction mixture concentra... The reactants are O=C(OC(Cl)(Cl)Cl)Cl (diphosgene), NC(C(=O)N[C@H](C(=O)NC=1SC=C(N1)C(=O)N)CC1=CC=CC=C1)C1=CC=CC=C1 (2-[2-(S)-(2-amino-2-phenyl-acetylamino)-3-phenyl-propionylamino]-thiazole-4-carboxylic acid amide), C(C)(C)N(CC)C(C)C (diisopropylethylamine). Starting materials: [H-].[Na+] (sodium hydride), [Cl-].[NH4+] (ammonium chloride), ClC1=NC=NC(=C1)Cl (4,6-dichloropyrimidine), CC(CO)(C)C (2,2-dimethyl-1-propanol). The solvent is O1CCCC1 (tetrahydrofuran), O1CCCC1 (tetrahydrofuran), O1CCCC1 (tetrahydrofuran). Conditions: time 10 minute. Product: ClC1=NC=NC(=C1)OCC(C)(C)C (4-chloro-6-(2,2-dimethylpropyloxy)pyrimidine). As a reaction SMILES: [H-].[Na+].[CH3:3][C:4]([CH3:8])([CH3:7])[CH2:5][OH:6].[Cl:9][C:10]1[CH:15]=[C:14](Cl)[N:13]=[CH:12][N:11]=1.[Cl-].[NH4+]>O1CCCC1>[Cl:9][C:10]1[CH:15]=[C:14]([O:6][CH2:5][C:4]([CH3:8])([CH3:7])[CH3:3])[N:13]=[CH:12][N:11]=1 |f:0.1,4.5|. Procedure details: In 4 ml of tetrahydrofuran was suspended 0.10 g of sodium hydride (60% in oil), to which 0.5 ml of tetrahydrofuran containing 0.14 g of 2,2-dimethyl-1-propanol dissolved therein was added dropwise at room temperature, followed by stirring for 10 minutes. To this was added dropwise 0.5 ml of tetrahydrofuran containing 0.3 g of 4,6-dichloropyrimidine dissolved therein at 0° C., followed by stirring at the same temperature for 4 hours. The reaction mixture was then poured into a saturated aqueous a...